This data is from the Open Reaction Database (ORD), a public repository of structured organic reaction records. The task is: describe an organic reaction: reactants, conditions, products, and yield Reactants: [H-].[Na+] (sodium hydride), C(C1=CC=CC=C1)OC(=O)N1CC(NCC1)=O (4-(Benzyloxycarbonyl)-2-piperazinone), C1(=CC=CC=C1)P(=O)(ON)C1=CC=CC=C1 (O-diphenylphosphinyl hydroxylamine). Solvent: CN(C)C=O (DMF). Run at time 30 minute. Yields the product NN1C(CN(CC1)C(=O)OCC1=CC=CC=C1)=O (1-amino-4-benzyloxycarbonyl-2-piperazinone). Yield: 96.3%. Reaction SMILES: [CH2:1]([O:8][C:9]([N:11]1[CH2:16][CH2:15][NH:14][C:13](=[O:17])[CH2:12]1)=[O:10])[C:2]1[CH:7]=[CH:6][CH:5]=[CH:4][CH:3]=1.[H-].[Na+].C1(P(C2C=CC=CC=2)(O[NH2:29])=O)C=CC=CC=1>CN(C=O)C>[NH2:29][N:14]1[CH2:15][CH2:16][N:11]([C:9]([O:8][CH2:1][C:2]2[CH:3]=[CH:4][CH:5]=[CH:6][CH:7]=2)=[O:10])[CH2:12][C:13]1=[O:17] |f:1.2|. Procedure: 4-(Benzyloxycarbonyl)-2-piperazinone (4.685 g) was dissolved in DMF (170 ml) and combined with sodium hydride (800 mg, in oil) with cooling on ice. After stirring at room temperature for 30 minutes, O-diphenylphosphinyl hydroxylamine (4.896 g) was added and the mixture was stirred at 50° C. for 15 hours. The reaction mixture was concentrated under reduced pressure, and the residue was combined with aqueous sodium bicarbonate and extracted with dichloromethane. The extract was dried and concentra... Reactants: BrC1=CC=C(C=C1)CCN(C(OC(C)(C)C)=O)C[C@@H](C1=CC=CC=C1)O (tert-butyl [2-(4-bromophenyl)ethyl]-[(2R)-2-hydroxy-2-phenylethyl]carbamate), O1CCCC=C1 (3,4-dihydro-2H-pyran). Reagents/catalysts: C1(=CC=C(C=C1)S(=O)(=O)[O-])C.[NH+]1=CC=CC=C1 (pyridinium p-toluenesulfonate). The solvent is C(C)(=O)OCC (ethyl acetate), O (water), ClCCl (dichloromethane). Reaction conditions: time 5 hour. The product is BrC1=CC=C(C=C1)CCN(C(OC(C)(C)C)=O)C[C@H](OC1OCCCC1)C1=CC=CC=C1 (tert-butyl [2-(4-bromophenyl)ethyl][(2R)-2-phenyl-2-(tetrahydro-2H-pyran-2-yloxy)ethyl]carbamate). Isolated yield 107.0%. As a reaction SMILES: [Br:1][C:2]1[CH:7]=[CH:6][C:5]([CH2:8][CH2:9][N:10]([CH2:18][C@H:19]([OH:26])[C:20]2[CH:25]=[CH:24][CH:23]=[CH:22][CH:21]=2)[C:11](=[O:17])[O:12][C:13]([CH3:16])([CH3:15])[CH3:14])=[CH:4][CH:3]=1.[O:27]1[CH:32]=[CH:31][CH2:30][CH2:29][CH2:28]1>ClCCl.C(OCC)(=O)C.O.C1(C)C=CC(S([O-])(=O)=O)=CC=1.[NH+]1C=CC=CC=1>[Br:1][C:2]1[CH:3]=[CH:4][C:5]([CH2:8][CH2:9][N:10]([CH2:18][C@@H:19]([C:20]2[CH:21]=[CH:22][CH:23]=[CH:24][CH:25]=2)[O:26][CH:28]2[CH2:29][CH2:30][CH2:31][CH2:32][O:27]2)[C:11](=[O:17])[O:12][C:13]([CH3:16])([CH3:15])[CH3:14])=[CH:6][CH:7]=1 |f:5.6|. Procedure: To a solution of tert-butyl [2-(4-bromophenyl)ethyl]-[(2R)-2-hydroxy-2-phenylethyl]carbamate (3.20 g) in dichloromethane (40 ml) were added 3,4-dihydro-2H-pyran (1.28 g) and pyridinium p-toluenesulfonate (191 mg) at room temperature and the mixture was stirred at the same temperature for 5 hours under nitrogen. The mixture was diluted with ethyl acetate and water. The organic layer was separated, washed with brine, dried over sodium sulfate and evaporated under reduced pressure to give tert-buty... Reactants: C(C)C1=NN=C(O1)C1(CCNCC1)N(C(CC)=O)C1=CC=CC=C1 (4-(ethyl-1,3,4-oxadiazolyl)-4-(N-phenylpropionamido)piperidine), C(CC1=CC=CC=C1)Br (phenethyl bromide), [Na+].[I-] (NaI), C(=O)([O-])[O-].[Na+].[Na+] (Na2CO3). The solvent is C(C)#N (acetonitrile). Product: C1(=CC=CC=C1)CCN1CCC(CC1)(N(C(CC)=O)C1=CC=CC=C1)C=1OC(=NN1)CC (1-(2-phenylethyl)-4-(ethyl-1,3,4-oxadiazolyl)-4-(N-phenylpropionamido)piperidine). RXN SMILES: [CH2:1]([C:3]1[O:7][C:6]([C:8]2([N:14]([C:19]3[CH:24]=[CH:23][CH:22]=[CH:21][CH:20]=3)[C:15](=[O:18])[CH2:16][CH3:17])[CH2:13][CH2:12][NH:11][CH2:10][CH2:9]2)=[N:5][N:4]=1)[CH3:2].[CH2:25](Br)[CH2:26][C:27]1[CH:32]=[CH:31][CH:30]=[CH:29][CH:28]=1.[Na+].[I-].C([O-])([O-])=O.[Na+].[Na+]>C(#N)C>[C:27]1([CH2:26][CH2:25][N:11]2[CH2:10][CH2:9][C:8]([C:6]3[O:7][C:3]([CH2:1][CH3:2])=[N:4][N:5]=3)([N:14]([C:19]3[CH:24]=[CH:23][CH:22]=[CH:21][CH:20]=3)[C:15](=[O:18])[CH2:16][CH3:17])[CH2:13][CH2:12]2)[CH:32]=[CH:31][CH:30]=[CH:29][CH:28]=1 |f:2.3,4.5.6|. Procedure details: A mixture of 4-(ethyl-1,3,4-oxadiazolyl)-4-(N-phenylpropionamido)piperidine (900 mg, 2.74 mmol), phenethyl bromide (507 mg, 2.74 mmol, NaI (490 mg, 3.3 mmol), Na2CO3 (2.0 g) in acetonitrile (50 ml) was refluxed for 72 hours. It was filtered and concentrated in vacuo. The residue was treated with CH2Cl2 (100 ml) and filtered again. The filtrate was concentrated in vacuo and the resulting residue was chromatographed (SiO2, EtOAc/Hex 1:1) to give the product (904 mg, 2.1 mmol) as a colorless oil: I... Reactants: CC1(CCSC2=CC=C(C=C12)C#C)C (4,4-dimethyl-6-ethynyl-thiochroman), C(CCC)[Li] (n-butyllithium), alkynylzinc, ClC1=NC=C(C(=O)OCC)C=C1 (Ethyl 6-chloronicotinate), tetrakistriphenylphosphine palladium. The reagents and catalysts are [Cl-].[Cl-].[Zn+2] (ZnCl2). Solvent: O1CCCC1 (tetrahydrofuran), O1CCCC1 (tetrahydrofuran), CCCCCC (hexane), O1CCCC1 (tetrahydrofuran), O1CCCC1 (tetrahydrofuran). Reaction conditions: temperature 0 celsius, time 10 minute. The product is CC1(CCSC2=CC=C(C=C12)C#CC1=NC=C(C(=O)OCC)C=C1)C (Ethyl 6-[2-(4,4-dimethylthiochroman-6-yl)-ethynyl]nicotinate). Reaction SMILES: [CH3:1][C:2]1([CH3:14])[C:11]2[C:6](=[CH:7][CH:8]=[C:9]([C:12]#[CH:13])[CH:10]=2)[S:5][CH2:4][CH2:3]1.C([Li])CCC.Cl[C:21]1[CH:31]=[CH:30][C:24]([C:25]([O:27][CH2:28][CH3:29])=[O:26])=[CH:23][N:22]=1>O1CCCC1.CCCCCC.[Cl-].[Cl-].[Zn+2]>[CH3:1][C:2]1([CH3:14])[C:11]2[C:6](=[CH:7][CH:8]=[C:9]([C:12]#[C:13][C:21]3[CH:31]=[CH:30][C:24]([C:25]([O:27][CH2:28][CH3:29])=[O:26])=[CH:23][N:22]=3)[CH:10]=2)[S:5][CH2:4][CH2:3]1 |f:5.6.7|. Procedure details: Reaction vessels used in this procedure were flame dried under vacuum and all operations carried out in an oxygen-free, argon or nitrogen atmosphere. To a solution of 465.7 mg (2.3019 mmol) of 4,4-dimethyl-6-ethynyl-thiochroman in 4 ml of dry tetrahydrofuran at 0° C. was added dropwise 1.5 ml of 1.6M (2.4 mmol) n-butyllithium in hexane. This was stirred at 0° C. for 10 minutes and at room temperature for 10 minutes, cooled again to 0° C. and then treated with a solution of 330 mg (2.4215 mmol) o... Starting materials: OC1=CC=C(C=O)C=C1 (4-hydroxybenzaldehyde), C(=O)([O-])[O-].[K+].[K+] (K2CO3), ClCC1=NC2=CC=CC=C2C(N1C)=O (2-chloromethyl-3-methyl-4-oxo-3,4-dihydroquinazoline). Run in CCOC(=O)C (EtOAc), CN(C)C=O (DMF). Run at temperature 30 celsius, time 15 minute. The product is CN1C(=NC2=CC=CC=C2C1=O)COC1=CC=C(C=O)C=C1 (4-[[3-Methyl-4-oxo-3,4-dihydro-2-quinazolinyl]methoxy]benzaldehyde). The yield is 71.9%. RXN SMILES: [OH:1][C:2]1[CH:9]=[CH:8][C:5]([CH:6]=[O:7])=[CH:4][CH:3]=1.C([O-])([O-])=O.[K+].[K+].Cl[CH2:17][C:18]1[N:27]([CH3:28])[C:26](=[O:29])[C:25]2[C:20](=[CH:21][CH:22]=[CH:23][CH:24]=2)[N:19]=1>CN(C=O)C.CCOC(C)=O>[CH3:28][N:27]1[C:26](=[O:29])[C:25]2[C:20](=[CH:21][CH:22]=[CH:23][CH:24]=2)[N:19]=[C:18]1[CH2:17][O:1][C:2]1[CH:9]=[CH:8][C:5]([CH:6]=[O:7])=[CH:4][CH:3]=1 |f:1.2.3|. Reported procedure: A mixture of 4-hydroxybenzaldehyde (3.21 g, 26.3 mmol) and K2CO3 (3.64 g, 26.3 mmol) in dry DMF (50 ml) was stirred for 15 min at 30° C. To the above stirred mixture a solution of 2-chloromethyl-3-methyl-4-oxo-3,4-dihydroquinazoline (5.0 g, 24.0 mmol) was added and stirred further for 90 minutes at the same temperature. The reaction mixture was diluted with EtOAc (200 ml), washed with aqueous Na2CO3 solution (3×50 ml) and then with brine, dried over anhydrous Na2SO4 and concentrated to yield the... The reactants are C1CCOC1, COC(=O)c1ccc(SC)n(C)c1=O, [Li+], [OH-], O, O. The product is CSc1ccc(C(=O)O)c(=O)n1C. RXN SMILES: [CH2:18]1[O:19][CH2:20][CH2:21][CH2:22]1.[CH3:1][n:2]1[c:3](=[O:14])[c:4]([C:10](=[O:11])[O:12][CH3:13])[cH:5][cH:6][c:7]1[S:8][CH3:9].[Li+:17].[OH-:16].[OH2:15].[OH2:23]>>[CH3:1][n:2]1[c:3](=[O:14])[c:4]([C:10](=[O:11])[OH:12])[cH:5][cH:6][c:7]1[S:8][CH3:9]. The reactants are O=C([O-])[O-], COC(=O)C(=NO)c1csc(NC(c2ccccc2)(c2ccccc2)c2ccccc2)n1, C=CCBr, CN(C)C=O, [K+], [K+], O. Product: C=CCON=C(C(=O)OC)c1csc(NC(c2ccccc2)(c2ccccc2)c2ccccc2)n1. As a reaction SMILES: [C:38](=[O:39])([O-:40])[O-:41].[C:6]([c:7]1[cH:8][cH:9][cH:10][cH:11][cH:12]1)([c:13]1[cH:14][cH:15][cH:16][cH:17][cH:18]1)([c:19]1[cH:20][cH:21][cH:22][cH:23][cH:24]1)[NH:25][c:26]1[s:27][cH:28][c:29]([C:31]([C:32](=[O:33])[O:34][CH3:35])=[N:36][OH:37])[n:30]1.[CH2:44]([CH:45]=[CH2:46])[Br:47].[CH3:1][N:2]([CH3:3])[CH:4]=[O:5].[K+:42].[K+:43].[OH2:48]>>[C:6]([c:7]1[cH:8][cH:9][cH:10][cH:11][cH:12]1)([c:13]1[cH:14][cH:15][cH:16][cH:17][cH:18]1)([c:19]1[cH:20][cH:21][cH:22][cH:23][cH:24]1)[NH:25][c:26]1[s:27][cH:28][c:29]([C:31]([C:32](=[O:33])[O:34][CH3:35])=[N:36][O:37][CH2:46][CH:45]=[CH2:44])[n:30]1.